This data is from the Open Reaction Database (ORD), a public repository of structured organic reaction records. The task is: describe an organic reaction: reactants, conditions, products, and yield The reactants are C(C)(C)(C)NS(=O)(=O)C1=CC(=CC=C1)C1=CC=C2C=NC(=NN21)O (N-tert-butyl-3-(2-hydroxy-pyrrolo[2,1-f][1,2,4]triazin-7-yl)-benzenesulfonamide), NC=1C=C(C=CC1)C1C(N(CCN1C)C)=O (3-(3-amino-phenyl)-1,4-dimethyl-piperazin-2-one). The product is C(C)(C)(C)NS(=O)(=O)C1=CC(=CC=C1)C1=CC=C2C=NC(=NN21)NC2=CC(=CC=C2)C2N(CCN(C2=O)C)C (N-tert-Butyl-3-{2-[3-(1,4-dimethyl-3-oxo-piperazin-2-yl)-phenylamino]-pyrrolo[2,1-f][1,2,4]triazin-7-yl}-benzenesulfonamide), foam. The yield is 44.0%. Reaction SMILES: [C:1]([NH:5][S:6]([C:9]1[CH:14]=[CH:13][CH:12]=[C:11]([C:15]2[N:23]3[C:18]([CH:19]=[N:20][C:21](O)=[N:22]3)=[CH:17][CH:16]=2)[CH:10]=1)(=[O:8])=[O:7])([CH3:4])([CH3:3])[CH3:2].[NH2:25][C:26]1[CH:27]=[C:28]([CH:32]2[N:37]([CH3:38])[CH2:36][CH2:35][N:34]([CH3:39])[C:33]2=[O:40])[CH:29]=[CH:30][CH:31]=1>>[C:1]([NH:5][S:6]([C:9]1[CH:14]=[CH:13][CH:12]=[C:11]([C:15]2[N:23]3[C:18]([CH:19]=[N:20][C:21]([NH:25][C:26]4[CH:31]=[CH:30][CH:29]=[C:28]([CH:32]5[C:33](=[O:40])[N:34]([CH3:39])[CH2:35][CH2:36][N:37]5[CH3:38])[CH:27]=4)=[N:22]3)=[CH:17][CH:16]=2)[CH:10]=1)(=[O:8])=[O:7])([CH3:4])([CH3:3])[CH3:2]. Procedure: N-tert-Butyl-3-{2-[3-(1,4-dimethyl-3-oxo-piperazin-2-yl)-phenylamino]-pyrrolo[2,1-f][1,2,4]triazin-7-yl}-benzenesulfonamide was prepared from N-tert-butyl-3-(2-hydroxy-pyrrolo[2,1-f][1,2,4]triazin-7-yl)-benzenesulfonamide and 3-(3-amino-phenyl)-1,4-dimethyl-piperazin-2-one in an analogous manner to Example 1061. Product isolated as a yellow foam (74 mg, 44%). LCMS (m/e) 548 (M+H); 1H-NMR (CDCl3, 400 MHz) δ 8.74 (s, 1H), 8.58 (s, 1H), 8.44 (d, 1H, J=7.9 Hz), 7.86 (d, 1H, J=7.8 Hz), 7.80 (d, 1H, J...